This data is from the Open Reaction Database (ORD), a public repository of structured organic reaction records. The task is: describe an organic reaction: reactants, conditions, products, and yield The reactants are FC(OC1=CC=C(NCCC(=O)N)C=C1)(F)F (3-(4-Trifluoromethoxyanilino)propionamide). Solvent: S(O)(O)(=O)=O (sulphuric acid). The product is FC(OC1=CC=C(NCCC#N)C=C1)(F)F (3-(4-trifluoromethoxyanilino)propionitrile). Reaction SMILES: [F:1][C:2]([F:17])([F:16])[O:3][C:4]1[CH:15]=[CH:14][C:7]([NH:8][CH2:9][CH2:10][C:11]([NH2:13])=O)=[CH:6][CH:5]=1>S(=O)(=O)(O)O>[F:1][C:2]([F:16])([F:17])[O:3][C:4]1[CH:15]=[CH:14][C:7]([NH:8][CH2:9][CH2:10][C:11]#[N:13])=[CH:6][CH:5]=1. Reported procedure: 3-(4-Trifluoromethoxyanilino)propionamide may be prepared in the following manner: 3-(4-trifluoromethoxyanilino)propionitrile (5.4 g), obtained in Example 1, and concentrated sulphuric acid (20 cc) are heated to 90° C. for 2 hours. After cooling to a temperature of 20° C., this solution is added to ice (250 g) and the pH is brought to 9-10 with concentrated sodium hydroxide (10N). 3-(4-Trifluoromethoxyanilino)propionamide (4.2 g), m.p. 76° C., is thereby isolated directly. Reactants: [Si](C)(C)(C(C)(C)C)O[C@H]1C[C@@H](C[C@H]1CO[Si](C)(C)C(C)(C)C)OC1=NC=NC(=C1)Cl (4-{[(1R,3S,4S)-3-{[tert-butyl(dimethyl)silyl]oxy}-4-({[tert-butyl(dimethyl)silyl]oxy}methyl)cyclopentyl]oxy}-6-chloropyrimidine), C([O-])([O-])=O.[Na+].[Na+] (sodium carbonate). The reagents and catalysts are [Pd] (Pd/C). The solvent is CO (methanol). Run at time 2 day. Yields the product [Si](C)(C)(C(C)(C)C)O[C@H]1C[C@@H](C[C@H]1CO[Si](C)(C)C(C)(C)C)OC1=NC=NC=C1 (4-{[(1R,3S,4S)-3-{[tert-butyl(dimethyl)silyl]oxy}-4-({[tert-butyl(dimethyl)silyl]-oxy}methyl)cyclopentyl]oxy}pyrimidine). Yield: 74.7%. As a reaction SMILES: [Si:1]([O:8][C@@H:9]1[C@H:13]([CH2:14][O:15][Si:16]([C:19]([CH3:22])([CH3:21])[CH3:20])([CH3:18])[CH3:17])[CH2:12][C@@H:11]([O:23][C:24]2[CH:29]=[C:28](Cl)[N:27]=[CH:26][N:25]=2)[CH2:10]1)([C:4]([CH3:7])([CH3:6])[CH3:5])([CH3:3])[CH3:2].C(=O)([O-])[O-].[Na+].[Na+]>CO.[Pd]>[Si:1]([O:8][C@@H:9]1[C@H:13]([CH2:14][O:15][Si:16]([C:19]([CH3:20])([CH3:21])[CH3:22])([CH3:18])[CH3:17])[CH2:12][C@@H:11]([O:23][C:24]2[CH:29]=[CH:28][N:27]=[CH:26][N:25]=2)[CH2:10]1)([C:4]([CH3:5])([CH3:6])[CH3:7])([CH3:2])[CH3:3] |f:1.2.3|. Procedure details: A suspension of 4-{[(1R,3S,4S)-3-{[tert-butyl(dimethyl)silyl]oxy}-4-({[tert-butyl(dimethyl)silyl]oxy}methyl)cyclopentyl]oxy}-6-chloropyrimidine (115.5 mg, 0.0002441 mol), sodium carbonate (62 mg, 0.00058 mol) and 10% Pd/C (26 mg, 0.000024 mol) in methanol (1.1 mL) was stirred under an atmosphere of hydrogen for 2 days. The reaction was purged with nitrogen and filtered through celite with EtOAc. The filtrate was concentrated and the residue was purified by flash chromatography (0 to 15% EtOAc/he... Reactants: CC(=O)OCC1OC(n2ccc3c(Cl)cccc32)C(OC(C)=O)C(OC(C)=O)C1OC(C)=O, O=C(Cl)c1ccc(Cl)cc1. The product is CC(=O)OCC1OC(n2cc(C(=O)c3ccc(Cl)cc3)c3c(Cl)cccc32)C(OC(C)=O)C(OC(C)=O)C1OC(C)=O. Reaction SMILES: [Cl:1][c:2]1[c:3]2[cH:4][cH:5][n:6]([CH:11]3[CH:12]([O:13][C:14]([CH3:15])=[O:16])[CH:17]([O:18][C:19]([CH3:20])=[O:21])[CH:22]([O:23][C:24]([CH3:25])=[O:26])[CH:27]([CH2:29][O:30][C:31]([CH3:32])=[O:33])[O:28]3)[c:7]2[cH:8][cH:9][cH:10]1.[Cl:34][C:35](=[O:36])[c:37]1[cH:38][cH:39][c:40]([Cl:41])[cH:42][cH:43]1>>[Cl:1][c:2]1[c:3]2[c:4]([C:35](=[O:36])[c:37]3[cH:38][cH:39][c:40]([Cl:41])[cH:42][cH:43]3)[cH:5][n:6]([CH:11]3[CH:12]([O:13][C:14]([CH3:15])=[O:16])[CH:17]([O:18][C:19]([CH3:20])=[O:21])[CH:22]([O:23][C:24]([CH3:25])=[O:26])[CH:27]([CH2:29][O:30][C:31]([CH3:32])=[O:33])[O:28]3)[c:7]2[cH:8][cH:9][cH:10]1. The reactants are CC(=O)[O-], CC(=O)[O-], C1COCCO1, O=Cc1ccc(B(O)O)cc1, [Cu+2], c1ccncc1, c1cn[nH]c1. Product: O=Cc1ccc(-n2cccn2)cc1. RXN SMILES: [C:29]([O-:30])(=[O:31])[CH3:32].[C:34]([O-:35])(=[O:36])[CH3:37].[CH2:23]1[O:24][CH2:25][CH2:26][O:27][CH2:28]1.[CH:7](=[O:8])[c:9]1[cH:10][cH:11][c:12]([B:15]([OH:16])[OH:17])[cH:13][cH:14]1.[Cu+2:33].[cH:1]1[cH:2][cH:3][n:4][cH:5][cH:6]1.[nH:18]1[n:19][cH:20][cH:21][cH:22]1>>[CH:7](=[O:8])[c:9]1[cH:10][cH:11][c:12](-[n:18]2[n:19][cH:20][cH:21][cH:22]2)[cH:13][cH:14]1. Reactants: S(=S)(=O)([O-])[O-].[Na+].[Na+] (sodium thiosulfate), C(CCC)OCCOC1=CC=C(C=C1)C=1C=CC2=C(C=C(CCN2CC(C)C)C(=O)NC2=CC=C(C=C2)SC2=CC=CC=3N2C=CN3)C1 (7-[4-(2-butoxyethoxy)phenyl]-1-isobutyl-N-[4-(imidazo[1,2-a]pyridin-5-ylthio)phenyl]-2,3-dihydro-1H-benzazepine-4-carboxamide), ClC1=CC(=CC=C1)C(=O)OO (3-chloroperbenzoic acid). Solvent: ClCCl (dichloromethane), ClCCl (dichloromethane). Run at temperature -20 celsius, time 5 hour. Product: C(CCC)OCCOC1=CC=C(C=C1)C=1C=CC2=C(C=C(CCN2CC(C)C)C(=O)NC2=CC=C(C=C2)S(=O)C2=CC=CC=3N2C=CN3)C1 (7-[4-(2-butoxyethoxy)phenyl]-1-isobutyl-N-[4-(imidazo[1,2-a]pyridin-5-ylsulfinyl)phenyl]-2,3-dihydro-1H-benzazepine-4-carboxamide). Isolated yield 25.3%. As a reaction SMILES: [CH2:1]([O:5][CH2:6][CH2:7][O:8][C:9]1[CH:14]=[CH:13][C:12]([C:15]2[CH:16]=[CH:17][C:18]3[N:24]([CH2:25][CH:26]([CH3:28])[CH3:27])[CH2:23][CH2:22][C:21]([C:29]([NH:31][C:32]4[CH:37]=[CH:36][C:35]([S:38][C:39]5[N:44]6[CH:45]=[CH:46][N:47]=[C:43]6[CH:42]=[CH:41][CH:40]=5)=[CH:34][CH:33]=4)=[O:30])=[CH:20][C:19]=3[CH:48]=2)=[CH:11][CH:10]=1)[CH2:2][CH2:3][CH3:4].ClC1C=CC=C(C(OO)=[O:57])C=1.S([O-])([O-])(=O)=S.[Na+].[Na+]>ClCCl>[CH2:1]([O:5][CH2:6][CH2:7][O:8][C:9]1[CH:14]=[CH:13][C:12]([C:15]2[CH:16]=[CH:17][C:18]3[N:24]([CH2:25][CH:26]([CH3:27])[CH3:28])[CH2:23][CH2:22][C:21]([C:29]([NH:31][C:32]4[CH:33]=[CH:34][C:35]([S:38]([C:39]5[N:44]6[CH:45]=[CH:46][N:47]=[C:43]6[CH:42]=[CH:41][CH:40]=5)=[O:57])=[CH:36][CH:37]=4)=[O:30])=[CH:20][C:19]=3[CH:48]=2)=[CH:11][CH:10]=1)[CH2:2][CH2:3][CH3:4] |f:2.3.4|. Procedure details: To a solution of 7-[4-(2-butoxyethoxy)phenyl]-1-isobutyl-N-[4-(imidazo[1,2-a]pyridin-5-ylthio)phenyl]-2,3-dihydro-1H-benzazepine-4-carboxamide (1.0 g) in dichloromethane (10 ml) was added dropwise a solution of 3-chloroperbenzoic acid (70%, 0.56 g) in dichloromethane (10 ml) at −78° C. The mixture was stirred for 5 hours at −20° C., sodium thiosulfate solution was added to the mixture at room temperature and the mixture was stirred for several minutes. The mixture was extracted with ethyl acetat... As a reaction SMILES: [C:1]([CH3:2])([CH3:3])([CH3:4])[NH:5][S:6](=[O:7])(=[O:8])[CH2:9][c:10]1[cH:11][cH:12][c:13]([N+:16]([O-:17])=[O:18])[cH:14][cH:15]1.[CH3:19][CH2:20][OH:21]>>[C:1]([CH3:2])([CH3:3])([CH3:4])[NH:5][S:6](=[O:7])(=[O:8])[CH2:9][c:10]1[cH:11][cH:12][c:13]([NH2:16])[cH:14][cH:15]1. The product is CC(C)(C)NS(=O)(=O)Cc1ccc(N)cc1. The reactants are CC(C)(C)NS(=O)(=O)Cc1ccc([N+](=O)[O-])cc1, CCO.